This data is from the Open Reaction Database (ORD), a public repository of structured organic reaction records. The task is: describe an organic reaction: reactants, conditions, products, and yield The product is COC(=O)C1CC(C#N)C(OC)C1. As a reaction SMILES: [CH2:15]1[O:16][CH2:17][CH2:18][CH2:19]1.[CH3:13][I:14].[CH3:1][O:2][C:3](=[O:4])[CH:5]1[CH2:6][CH:7]([C:11]#[N:12])[CH:8]([OH:10])[CH2:9]1>>[CH3:1][O:2][C:3](=[O:4])[CH:5]1[CH2:6][CH:7]([C:11]#[N:12])[CH:8]([O:10][CH3:13])[CH2:9]1. The reactants are C1CCOC1, CI, COC(=O)C1CC(O)C(C#N)C1. Reactants: ClC(=O)OCC (ethyl chloroformate), N1(CCCCC1)CC1=CC(=NC=C1)OC\C=C/CNC(CSCCO)=O (N-[4-(4-piperidinomethyl-2-pyridyloxy)-cis-2-butenyl]-2-(2-hydroxyethylthio)acetamide), C1(CCCCC1)C(=O)O (cyclohexanecarboxylic acid). The solvent is C(C)(=O)OCC (ethyl acetate), C(C)(=O)OCC (ethyl acetate). Reaction conditions: time 1 hour. The product is N1(CCCCC1)CC1=CC(=NC=C1)OC\C=C/CNC(CSCCOC(=O)C1CCCCC1)=O (N-[4-(4-Piperidinomethyl-2-pyridyloxy)-cis-2-butenyl]-2-(2-cyclohexylcarbonyloxyethylthio)acetamide). The yield is 35.0%. RXN SMILES: ClC(OCC)=O.[CH:7]1([C:13]([OH:15])=[O:14])[CH2:12][CH2:11][CH2:10][CH2:9][CH2:8]1.[N:16]1([CH2:22][C:23]2[CH:28]=[CH:27][N:26]=[C:25]([O:29][CH2:30]/[CH:31]=[CH:32]\[CH2:33][NH:34][C:35](=[O:41])[CH2:36][S:37][CH2:38][CH2:39]O)[CH:24]=2)[CH2:21][CH2:20][CH2:19][CH2:18][CH2:17]1>C(OCC)(=O)C>[N:16]1([CH2:22][C:23]2[CH:28]=[CH:27][N:26]=[C:25]([O:29][CH2:30]/[CH:31]=[CH:32]\[CH2:33][NH:34][C:35](=[O:41])[CH2:36][S:37][CH2:38][CH2:39][O:14][C:13]([CH:7]3[CH2:12][CH2:11][CH2:10][CH2:9][CH2:8]3)=[O:15])[CH:24]=2)[CH2:21][CH2:20][CH2:19][CH2:18][CH2:17]1. Procedure: 0.10 ml of ethyl chloroformate was added, whilst ice-cooling, to a solution of 0.13 ml of cyclohexanecarboxylic acid in 18 ml of ethyl acetate, and the resulting mixture was stirred at room temperature for 1 hour. At the end of this time, a solution of 0.40 g of N-[4-(4-piperidinomethyl-2-pyridyloxy)-cis-2-butenyl]-2-(2-hydroxyethylthio)acetamide (prepared as described in Example 1) in 4 ml of ethyl acetate was added to the reaction mixture, whilst ice-cooling. The reaction mixture was then stir... Reactants: C1(CC1)NC(CNC(=S)C=1C=NC=CC1)=O (N-Cyclopropyl-2-(pyridine-3-carbothioamido)acetamide), P(=O)(OCl)(Cl)Cl (phosphoryloxy trichloride). Solvent: C(C)#N (acetonitrile). Reaction conditions: temperature 100 celsius, time 1 hour. Yields the product Cl.C1(CC1)NC1=CN=C(S1)C=1C=NC=CC1 (N-cyclopropyl-2-(pyridin-3-yl)thiazol-5-amine HCl salt). Isolated yield 33.4%. Reaction SMILES: [CH:1]1([NH:4][C:5](=O)[CH2:6][NH:7][C:8]([C:10]2[CH:11]=[N:12][CH:13]=[CH:14][CH:15]=2)=[S:9])[CH2:3][CH2:2]1.P(Cl)(Cl)(O[Cl:20])=O>C(#N)C>[ClH:20].[CH:1]1([NH:4][C:5]2[S:9][C:8]([C:10]3[CH:11]=[N:12][CH:13]=[CH:14][CH:15]=3)=[N:7][CH:6]=2)[CH2:3][CH2:2]1 |f:3.4|. Procedure: N-Cyclopropyl-2-(pyridine-3-carbothioamido)acetamide (1.00 g, 4.25 mmol) was dissolved in acetonitrile (5 mL) in a dry flask and phosphoryloxy trichloride (3.26 g, 21.25 mmol) was added, dropwise. The mixture was warmed to 100° C. and stirred for 1 hour. The mixture was cooled to room temperature and the yellow solid filtered under vacuum. This solid was washed with acetonitrile and dried under vacuum to give 0.36 g of N-cyclopropyl-2-(pyridin-3-yl)thiazol-5-amine HCl salt (LCMS and 1H-NMR indic... Starting materials: CCN=C=NCCCN(C)C, CN, CO, CN(C)C=O, CCOC(C)=O, ClCCl, O=C(O)CCCc1ccc(F)cc1, On1nnc2ccccc21. The product is CNC(=O)CCCc1ccc(F)cc1. Reaction SMILES: [CH3:1][N:2]([CH3:3])[CH2:4][CH2:5][CH2:6][N:7]=[C:8]=[N:9][CH2:10][CH3:11].[CH3:35][NH2:36].[CH3:37][OH:38].[CH3:39][N:40]([CH3:41])[CH:42]=[O:43].[CH3:47][CH2:48][O:49][C:50](=[O:51])[CH3:52].[Cl:44][CH2:45][Cl:46].[F:12][c:13]1[cH:14][cH:15][c:16]([CH2:19][CH2:20][CH2:21][C:22](=[O:23])[OH:24])[cH:17][cH:18]1.[OH:25][n:26]1[c:27]2[cH:28][cH:29][cH:30][cH:31][c:32]2[n:33][n:34]1>>[CH3:1][NH:2][C:22]([CH2:21][CH2:20][CH2:19][c:16]1[cH:15][cH:14][c:13]([F:12])[cH:18][cH:17]1)=[O:24]. Starting materials: ClC1OC(COCc2ccccc2)C(OCc2ccccc2)C1OCc1ccccc1, CN(C)C=O, CSc1nc(Cl)c2cc[nH]c2n1, [H-], [Na+]. The product is CSc1nc(Cl)c2ccn(C3OC(COCc4ccccc4)C(OCc4ccccc4)C3OCc3ccccc3)c2n1. Reaction SMILES: [CH2:15]([c:16]1[cH:17][cH:18][cH:19][cH:20][cH:21]1)[O:22][CH:23]1[CH:24]([Cl:45])[O:25][CH:26]([CH2:36][O:37][CH2:38][c:39]2[cH:40][cH:41][cH:42][cH:43][cH:44]2)[CH:27]1[O:28][CH2:29][c:30]1[cH:31][cH:32][cH:33][cH:34][cH:35]1.[CH3:46][N:47]([CH3:48])[CH:49]=[O:50].[Cl:3][c:4]1[c:5]2[c:6]([n:7][c:8]([S:10][CH3:11])[n:9]1)[nH:12][cH:13][cH:14]2.[H-:1].[Na+:2]>>[Cl:3][c:4]1[c:5]2[c:6]([n:7][c:8]([S:10][CH3:11])[n:9]1)[n:12]([CH:24]1[CH:23]([O:22][CH2:15][c:16]3[cH:17][cH:18][cH:19][cH:20][cH:21]3)[CH:27]([O:28][CH2:29][c:30]3[cH:31][cH:32][cH:33][cH:34][cH:35]3)[CH:26]([CH2:36][O:37][CH2:38][c:39]3[cH:40][cH:41][cH:42][cH:43][cH:44]3)[O:25]1)[cH:13][cH:14]2. Reactants: CCO, CC1(N)CCCc2nc(OCc3ccccc3)ccc21, Cl, Cl, [H][H]. Product: CC1(N)CCCc2[nH]c(=O)ccc21, Cl. As a reaction SMILES: [CH3:25][CH2:26][OH:27].[CH3:3][C:4]1([NH2:22])[c:5]2[cH:6][cH:7][c:8]([O:14][CH2:15][c:16]3[cH:17][cH:18][cH:19][cH:20][cH:21]3)[n:9][c:10]2[CH2:11][CH2:12][CH2:13]1.[ClH:1].[ClH:2].[H:23][H:24]>>[CH3:3][C:4]1([NH2:22])[c:5]2[cH:6][cH:7][c:8](=[O:14])[nH:9][c:10]2[CH2:11][CH2:12][CH2:13]1.[ClH:1].